This data is from the Open Reaction Database (ORD), a public repository of structured organic reaction records. The task is: describe an organic reaction: reactants, conditions, products, and yield Reactants: COC(=O)c1cc(-c2ccc(SC)cc2)n[nH]c1=O, ClCC=Cc1ccc(Cl)cc1. Product: COC(=O)c1cc(-c2ccc(SC)cc2)nn(CC=Cc2ccc(Cl)cc2)c1=O. As a reaction SMILES: [CH3:1][O:2][C:3](=[O:4])[c:5]1[c:6](=[O:19])[nH:7][n:8][c:9](-[c:11]2[cH:12][cH:13][c:14]([S:17][CH3:18])[cH:15][cH:16]2)[cH:10]1.[Cl:20][c:21]1[cH:22][cH:23][c:24]([CH:25]=[CH:26][CH2:27][Cl:28])[cH:29][cH:30]1>>[CH3:1][O:2][C:3](=[O:4])[c:5]1[c:6](=[O:19])[n:7]([CH2:27][CH:26]=[CH:25][c:24]2[cH:23][cH:22][c:21]([Cl:20])[cH:30][cH:29]2)[n:8][c:9](-[c:11]2[cH:12][cH:13][c:14]([S:17][CH3:18])[cH:15][cH:16]2)[cH:10]1. Starting materials: C([O-])(O)=O.[Na+] (sodium bicarbonate), N1(C=NC=C1)C(C(C(C)(C)C)=O)OC1=CC=CC=C1 (1-imidazol-1-yl-1-phenoxy-3,3-dimethyl-butan-2-one), Cl (hydrochloric acid), [BH4-].[Na+] (sodium borohydride). Run in CO (methanol). Yields the product N1(C=NC=C1)C(C(C(C)(C)C)O)OC1=CC=CC=C1 (1-imidazol-1-yl-1-phenoxy-3,3-dimethyl-butan-2-ol). The yield is 83.0%. As a reaction SMILES: [N:1]1([CH:6]([O:13][C:14]2[CH:19]=[CH:18][CH:17]=[CH:16][CH:15]=2)[C:7](=[O:12])[C:8]([CH3:11])([CH3:10])[CH3:9])[CH:5]=[CH:4][N:3]=[CH:2]1.[BH4-].[Na+].Cl.C(=O)(O)[O-].[Na+]>CO>[N:1]1([CH:6]([O:13][C:14]2[CH:15]=[CH:16][CH:17]=[CH:18][CH:19]=2)[CH:7]([OH:12])[C:8]([CH3:11])([CH3:10])[CH3:9])[CH:5]=[CH:4][N:3]=[CH:2]1 |f:1.2,4.5|. Reported procedure: 25.8 g (0.1 mol) of 1-imidazol-1-yl-1-phenoxy-3,3-dimethyl-butan-2-one are dissolved in 250 ml of methanol and 5.9 g (0.15 mol) of sodium borohydride are introduced in portions into this solution, at 5° C. to 10° C., while stirring and with reflux cooling. After stirring for 15 hours at room temperature, 20 ml of concentrated hydrochloric acid are added and the reaction mixture is stirred for a further 15 hours at room temperature and poured into 300 ml of saturated sodium bicarbonate solution. ...